Task: describe an organic reaction: reactants, conditions, products, and yield. Dataset: the Open Reaction Database (ORD), a public repository of structured organic reaction records Starting materials: S(=O)(Cl)Cl (Thionyl chloride), N (ammonia), ice, CN(C=O)C (dimethylformamide), COC(=O)C(CCCC(=O)N)CC=C (5-methoxycarbonyl-oct-7-enoic acid amide). Solvent: O (water), C(C)OCC (diethyl ether), C(C)OCC (diethyl ether). Run at time 2 hour. Yields the product COC(=O)C(CCCC#N)CC=C (5-methoxycarbonyl-oct-7-enenitrile). As a reaction SMILES: S(Cl)(Cl)=O.CN(C)C=O.[CH3:10][O:11][C:12]([CH:14]([CH2:21][CH:22]=[CH2:23])[CH2:15][CH2:16][CH2:17][C:18]([NH2:20])=O)=[O:13].N>C(OCC)C.O>[CH3:10][O:11][C:12]([CH:14]([CH2:21][CH:22]=[CH2:23])[CH2:15][CH2:16][CH2:17][C:18]#[N:20])=[O:13]. Procedure details: Thionyl chloride (1.125 l, 1.835 kg, 15.42 mol) is cooled to 0°, and dimethylformamide (1.199 l, 1.132 kg, 15.50 mol) is added dropwise over a period of 2 h keeping the temperature below 10°. After the addition is complete the reaction is allowed to come to room temperature over 2 h. To this is then added 5-methoxycarbonyl-oct-7-enoic acid amide (see example 22c), 2.671 kg, 13.42 mol) neat over a period of 3 h. The reaction is allowed to stir at room temperature for 18 h and is combined with mat... Reactants: C(C1=CC=CC=C1)NC1=C(C=NC=2N1N=CC2Br)C(=O)O (7-Benzylamino-3-bromopyrazolo[1,5-a]pyrimidine-6-carboxylic acid), Cl.FC1=CC2=C(C=C1)C1(CCNCC1)CO2 (6-fluoro-2H-spiro[benzofuran-3,4′-piperidine]hydrochloride). The product is C(C1=CC=CC=C1)NC1=C(C=NC=2N1N=CC2Br)C(=O)N2CCC1(CC2)COC2=C1C=CC(=C2)F (7-Benzylamino-3-bromo-6-(6-fluoro-2H-spiro[benzofuran-3,4′-piperidine]-1′-ylcarbonyl)pyrazolo[1,5-a]pyrimidine). The yield is 77.8%. Reaction SMILES: [CH2:1]([NH:8][C:9]1[N:14]2[N:15]=[CH:16][C:17]([Br:18])=[C:13]2[N:12]=[CH:11][C:10]=1[C:19]([OH:21])=O)[C:2]1[CH:7]=[CH:6][CH:5]=[CH:4][CH:3]=1.Cl.[F:23][C:24]1[CH:29]=[CH:28][C:27]2[C:30]3([CH2:36][O:37][C:26]=2[CH:25]=1)[CH2:35][CH2:34][NH:33][CH2:32][CH2:31]3>>[CH2:1]([NH:8][C:9]1[N:14]2[N:15]=[CH:16][C:17]([Br:18])=[C:13]2[N:12]=[CH:11][C:10]=1[C:19]([N:33]1[CH2:34][CH2:35][C:30]2([C:27]3[CH:28]=[CH:29][C:24]([F:23])=[CH:25][C:26]=3[O:37][CH2:36]2)[CH2:31][CH2:32]1)=[O:21])[C:2]1[CH:3]=[CH:4][CH:5]=[CH:6][CH:7]=1 |f:1.2|. Reported procedure: In the same manner as in Example 21, step 5 and using 7-benzylamino-3-bromopyrazolo[1,5-a]pyrimidine-6-carboxylic acid (0.193 g, 0.556 mmol) obtained in Example 22, step 3 and 6-fluoro-2H-spiro[benzofuran-3,4′-piperidine]hydrochloride (0.150 g, 0.616 mmol) obtained in Reference Example 4, the title compound (0.232 g, 77%) was obtained. The reactants are [OH-].[Na+] (NaOH), CN1CC(CCC1)OC1=CC(=C(C=C1)NC(C)=O)[N+](=O)[O-] (N-[4-(1-methyl(3-piperidyloxy))-2-nitrophenyl]acetamide), solution. Run in CO (MeOH). Reaction conditions: time 2 hour. Yields the product CN1CC(CCC1)OC1=CC(=C(C=C1)N)[N+](=O)[O-] (4-(1-methyl(3-piperidyloxy))-2-nitrophenylamine). Reaction SMILES: [CH3:1][N:2]1[CH2:7][CH2:6][CH2:5][CH:4]([O:8][C:9]2[CH:14]=[CH:13][C:12]([NH:15]C(=O)C)=[C:11]([N+:19]([O-:21])=[O:20])[CH:10]=2)[CH2:3]1.[OH-].[Na+]>CO>[CH3:1][N:2]1[CH2:7][CH2:6][CH2:5][CH:4]([O:8][C:9]2[CH:14]=[CH:13][C:12]([NH2:15])=[C:11]([N+:19]([O-:21])=[O:20])[CH:10]=2)[CH2:3]1 |f:1.2|. Procedure: N-[4-(1-methyl(3-piperidyloxy))-2-nitrophenyl]acetamide was dissolved in 1:1 MeOH : 6N NaOH (aq) solution (0.03 M). After stirring at room temperature for 2 hours, MeOH was removed in vacuo. The remaining solution was extracted with EtOAc (3×). The combined organic extracts were then dried over Na2SO4 and concentrated in vacuo to give 4-(1-methyl(3-piperidyloxy))-2-nitrophenylamine. Reactants: CC1(C)OCC(COS(C)(=O)=O)CO1, CC(C)O, [I-], [Na+], [Na+], [OH-], Cc1cc(CNC(=O)c2sc(C)c3c2CC2C3C2(C)C)cc(C)c1O. Yields the product Cc1cc(CNC(=O)c2sc(C)c3c2CC2C3C2(C)C)cc(C)c1OCC1COC(C)(C)OC1. RXN SMILES: [CH3:28][C:29]1([CH3:41])[O:30][CH2:31][CH:32]([CH2:35][O:36][S:37]([CH3:38])(=[O:39])=[O:40])[CH2:33][O:34]1.[CH:42]([OH:43])([CH3:44])[CH3:45].[I-:26].[Na+:27].[Na+:47].[OH-:46].[OH:1][c:2]1[c:3]([CH3:25])[cH:4][c:5]([CH2:6][NH:7][C:8](=[O:9])[c:10]2[c:11]3[c:15]([c:16]([CH3:18])[s:17]2)[CH:14]2[CH:13]([CH2:12]3)[C:19]2([CH3:20])[CH3:21])[cH:22][c:23]1[CH3:24]>>[O:1]([c:2]1[c:3]([CH3:25])[cH:4][c:5]([CH2:6][NH:7][C:8](=[O:9])[c:10]2[c:11]3[c:15]([c:16]([CH3:18])[s:17]2)[CH:14]2[CH:13]([CH2:12]3)[C:19]2([CH3:20])[CH3:21])[cH:22][c:23]1[CH3:24])[CH2:35][CH:32]1[CH2:31][O:30][C:29]([CH3:28])([CH3:41])[O:34][CH2:33]1. The reactants are CN1C(N(C(C2=C1SC(=C2)C)=O)C)=O (1,3,6-Trimethylthieno[2,3-d]pyrimidine-2,4(1H,3H)-dione), intermediate, IN1C(CCC1=O)=O (N-iodosuccinimide). The solvent is O (water), B(F)(F)F.CCOCC (boron trifluoride diethyl etherate). Reaction conditions: time 3 hour. Yields the product IC1=C(SC=2N(C(N(C(C21)=O)C)=O)C)C (5-Iodo-1,3,6-trimethylthieno[2,3-d]pyrimidine-2,4(1H,3H)-dione). As a reaction SMILES: [CH3:1][N:2]1[C:7]2[S:8][C:9]([CH3:11])=[CH:10][C:6]=2[C:5](=[O:12])[N:4]([CH3:13])[C:3]1=[O:14].[I:15]N1C(=O)CCC1=O>B(F)(F)F.CCOCC.O>[I:15][C:10]1[C:6]2[C:5](=[O:12])[N:4]([CH3:13])[C:3](=[O:14])[N:2]([CH3:1])[C:7]=2[S:8][C:9]=1[CH3:11] |f:2.3|. Procedure details: To a stirred solution of Step 4 intermediate (12.5 g, 59.52 mmol) in boron trifluoride diethyl etherate (300 ml) was added N-iodosuccinimide (19.9 g, 89.28 mmol) and the mixture was stirred for 3 h at room temperature under nitrogen atmosphere. The reaction mixture was diluted with water (100 ml), extracted with ethyl acetate (3×200 ml) and the combined organic layers were washed with water (2×150 ml), dried over Na2SO4 and concentrated under reduced pressure. The crude product was purified by s... Reactants: CCOC(=O)C1CCOc2cc(Oc3ccc(C(=O)Nc4ccc(F)c(Br)c4)cc3)c(Cl)cc21, O=C([O-])[O-], Cc1ccccc1, OB(O)c1ccc(Cl)cc1, [Na+], [Na+], O, c1ccc(P(c2ccccc2)(c2ccccc2)[Pd](P(c2ccccc2)(c2ccccc2)c2ccccc2)(P(c2ccccc2)(c2ccccc2)c2ccccc2)P(c2ccccc2)(c2ccccc2)c2ccccc2)cc1. The product is CCOC(=O)C1CCOc2cc(Oc3ccc(C(=O)Nc4ccc(F)c(-c5ccc(Cl)cc5)c4)cc3)c(Cl)cc21. Reaction SMILES: [Br:1][c:2]1[cH:3][c:4]([NH:9][C:10](=[O:11])[c:12]2[cH:13][cH:14][c:15]([O:16][c:17]3[c:18]([Cl:32])[cH:19][c:20]4[c:25]([cH:26]3)[O:24][CH2:23][CH2:22][CH:21]4[C:27](=[O:28])[O:29][CH2:30][CH3:31])[cH:33][cH:34]2)[cH:5][cH:6][c:7]1[F:8].[C:45](=[O:46])([O-:47])[O-:48].[CH3:129][c:130]1[cH:131][cH:132][cH:133][cH:134][cH:135]1.[Cl:35][c:36]1[cH:37][cH:38][c:39]([B:42]([OH:43])[OH:44])[cH:40][cH:41]1.[Na+:49].[Na+:50].[OH2:51].[cH:52]1[cH:53][cH:54][c:55]([P:56]([Pd:57]([P:58]([c:59]2[cH:60][cH:61][cH:62][cH:63][cH:64]2)([c:65]2[cH:66][cH:67][cH:68][cH:69][cH:70]2)[c:71]2[cH:72][cH:73][cH:74][cH:75][cH:76]2)([P:77]([c:78]2[cH:79][cH:80][cH:81][cH:82][cH:83]2)([c:84]2[cH:85][cH:86][cH:87][cH:88][cH:89]2)[c:90]2[cH:91][cH:92][cH:93][cH:94][cH:95]2)[P:96]([c:97]2[cH:98][cH:99][cH:100][cH:101][cH:102]2)([c:103]2[cH:104][cH:105][cH:106][cH:107][cH:108]2)[c:109]2[cH:110][cH:111][cH:112][cH:113][cH:114]2)([c:115]2[cH:116][cH:117][cH:118][cH:119][cH:120]2)[c:121]2[cH:122][cH:123][cH:124][cH:125][cH:126]2)[cH:127][cH:128]1>>[c:2]1(-[c:39]2[cH:38][cH:37][c:36]([Cl:35])[cH:41][cH:40]2)[cH:3][c:4]([NH:9][C:10](=[O:11])[c:12]2[cH:13][cH:14][c:15]([O:16][c:17]3[c:18]([Cl:32])[cH:19][c:20]4[c:25]([cH:26]3)[O:24][CH2:23][CH2:22][CH:21]4[C:27](=[O:28])[O:29][CH2:30][CH3:31])[cH:33][cH:34]2)[cH:5][cH:6][c:7]1[F:8]. The reactants are CC1=C(C=C(C(=C1Cl)Cl)C)[N+](=O)[O-] (2,5-dimethyl-3,4-dichloronitrobenzene), ClC1=C(C=CC(=C1)C1=CC=CC=C1)O (2-chloro-4-phenylphenol), C([O-])([O-])=O.[K+].[K+] (potassium carbonate), CN(C=O)C (dimethylformamide). Run in C1(=CC=CC=C1)C (toluene). Product: ClC1=C(OC2=C(C(=C(C=C2C)[N+](=O)[O-])C)Cl)C=CC(=C1)C1=CC=CC=C1 (4-(2-chloro-4-phenylphenoxy)-2,5-dimethyl-3-chloronitrobenzene). Isolated yield 71.6%. As a reaction SMILES: [CH3:1][C:2]1[C:7]([Cl:8])=[C:6](Cl)[C:5]([CH3:10])=[CH:4][C:3]=1[N+:11]([O-:13])=[O:12].[Cl:14][C:15]1[CH:20]=[C:19]([C:21]2[CH:26]=[CH:25][CH:24]=[CH:23][CH:22]=2)[CH:18]=[CH:17][C:16]=1[OH:27].C(=O)([O-])[O-].[K+].[K+].CN(C)C=O>C1(C)C=CC=CC=1>[Cl:14][C:15]1[CH:20]=[C:19]([C:21]2[CH:26]=[CH:25][CH:24]=[CH:23][CH:22]=2)[CH:18]=[CH:17][C:16]=1[O:27][C:6]1[C:5]([CH3:10])=[CH:4][C:3]([N+:11]([O-:13])=[O:12])=[C:2]([CH3:1])[C:7]=1[Cl:8] |f:2.3.4|. Reported procedure: Into a 100 milliliter round bottom flask equipped with a thermometer, magnetic stirrer and condenser was added 12.0 grams (0.054 moles) of 2,5-dimethyl-3,4-dichloronitrobenzene, 14.5 grams (0.071 moles) of 2-chloro-4-phenylphenol, 12.0 grams (0.087 moles) of potassium carbonate and 20 milliliters of dimethylformamide (DMF) under a nitrogen atmosphere at ambient temperature. The reaction mixture was then heated in an oil bath at a temperature of 110° C.-120° C. for a periof of 72 hours. After coo...